This data is from the Open Reaction Database (ORD), a public repository of structured organic reaction records. The task is: describe an organic reaction: reactants, conditions, products, and yield Starting materials: CC(=O)CC(C)C, O=C1Cc2cc(CCCl)ccc2N1, Cl, Cl, [I-], [Na+], [Na+], [Na+], O=C([O-])[O-], c1ccc2c(N3CCNCC3)cccc2c1. Product: O=C1Cc2cc(CCN3CCN(c4cccc5ccccc45)CC3)ccc2N1. Reaction SMILES: [CH3:40][C:41]([CH2:42][CH:43]([CH3:44])[CH3:45])=[O:46].[Cl:1][CH2:2][CH2:3][c:4]1[cH:5][c:6]2[c:10]([cH:11][cH:12]1)[NH:9][C:8](=[O:13])[CH2:7]2.[ClH:14].[ClH:39].[I-:38].[Na+:31].[Na+:32].[Na+:37].[O-:33][C:34](=[O:35])[O-:36].[c:15]1([N:25]2[CH2:26][CH2:27][NH:28][CH2:29][CH2:30]2)[cH:16][cH:17][cH:18][c:19]2[cH:20][cH:21][cH:22][cH:23][c:24]12>>[CH2:2]([CH2:3][c:4]1[cH:5][c:6]2[c:10]([cH:11][cH:12]1)[NH:9][C:8](=[O:13])[CH2:7]2)[N:28]1[CH2:27][CH2:26][N:25]([c:15]2[cH:16][cH:17][cH:18][c:19]3[cH:20][cH:21][cH:22][cH:23][c:24]23)[CH2:30][CH2:29]1. The reactants are [BH4-], CO, Cl[Mn]Cl, Cl, O=C(CCCc1cccs1)NC(Cc1ccc(C(F)(F)F)cc1)C(=O)c1ccc(F)cc1, [Na+]. Product: O=C(CCCc1cccs1)NC(Cc1ccc(C(F)(F)F)cc1)C(O)c1ccc(F)cc1. RXN SMILES: [BH4-:33].[CH3:36][OH:37].[Cl:38][Mn:39][Cl:40].[ClH:35].[F:1][c:2]1[cH:3][cH:4][c:5]([C:8]([CH:9]([CH2:10][c:11]2[cH:12][cH:13][c:14]([C:17]([F:18])([F:19])[F:20])[cH:15][cH:16]2)[NH:21][C:22]([CH2:23][CH2:24][CH2:25][c:26]2[s:27][cH:28][cH:29][cH:30]2)=[O:31])=[O:32])[cH:6][cH:7]1.[Na+:34]>>[F:1][c:2]1[cH:3][cH:4][c:5]([CH:8]([CH:9]([CH2:10][c:11]2[cH:12][cH:13][c:14]([C:17]([F:18])([F:19])[F:20])[cH:15][cH:16]2)[NH:21][C:22]([CH2:23][CH2:24][CH2:25][c:26]2[s:27][cH:28][cH:29][cH:30]2)=[O:31])[OH:32])[cH:6][cH:7]1.